From a dataset of the Open Reaction Database (ORD), a public repository of structured organic reaction records. describe an organic reaction: reactants, conditions, products, and yield The reactants are ClC=1N=CC(=NC1)C(=O)OC (methyl 5-chloropyrazine-2-carboxylate), S1C=NC(=C1)CO (thiazol-4-ylmethanol), C([O-])([O-])=O.[Cs+].[Cs+] (cesium carbonate), CN(C)C=O (DMF). The solvent is O (water). Run at temperature 40 celsius, time 3 day. Yields the product S1C=NC(=C1)COC=1N=CC(=NC1)C(=O)OC (methyl 5-(thiazol-4-ylmethoxy)pyrazine-2-carboxylate). Yield: 42.2%. Reaction SMILES: Cl[C:2]1[N:3]=[CH:4][C:5]([C:8]([O:10][CH3:11])=[O:9])=[N:6][CH:7]=1.[S:12]1[CH:16]=[C:15]([CH2:17][OH:18])[N:14]=[CH:13]1.C(=O)([O-])[O-].[Cs+].[Cs+].CN(C=O)C>O>[S:12]1[CH:16]=[C:15]([CH2:17][O:18][C:2]2[N:3]=[CH:4][C:5]([C:8]([O:10][CH3:11])=[O:9])=[N:6][CH:7]=2)[N:14]=[CH:13]1 |f:2.3.4|. Procedure details: A RBF was charged with methyl 5-chloropyrazine-2-carboxylate (1.239 g, 7.18 mmol, Ark Pharm), thiazol-4-ylmethanol (0.8266 g, 7.18 mmol), cesium carbonate (0.689 ml, 8.61 mmol, Alfa Aesar) and DMF (20.51 ml). The reaction mixture was stirred at 40° C. for 3 days. The reaction mixture was allowed to cool to rt and was diluted with water and extracted with EtOAc. The organic extract was washed with water, satd NaCl, dried over MgSO4, and concentrated in vacuo. The crude product was adsorbed onto a... Starting materials: C(C1=CC=CC=C1)O[C@@H]1[C@H](N(C[C@H]1OCC1=CC=CC=C1)CC(F)(F)F)COCC1=CC=CC=C1 ((2R,3R,4R)-3,4-Dibenzyloxy-2-benzyloxymethyl-1-(2,2,2-trifluoroethyl)pyrrolidine), C(C1=CC=CC=C1)O[C@@H]1[C@H](N(C[C@H]1OCC1=CC=CC=C1)CC(F)(F)F)COCC1=CC=CC=C1 ((2R,3R,4R)-3,4-Dibenzyloxy-2-benzyloxymethyl-1-(2,2,2-trifluoroethyl)pyrrolidine), OCC1(O)[C@H](O)[C@H](O)[C@H](O)CO1 (Psi). The reagents and catalysts are [Pd] (Pd/C). Run in C(C)O (ethanol). Yields the product O[C@@H]1[C@H](N(C[C@H]1O)CC(F)(F)F)CO ((2R,3R,4R)-3,4-dihydroxy-2-hydroxymethyl-1-(2,2,2-trifluoroethyl)pyrrolidine). Yield: 69.7%. As a reaction SMILES: C([O:8][C@H:9]1[C@H:13]([O:14]CC2C=CC=CC=2)[CH2:12][N:11]([CH2:22][C:23]([F:26])([F:25])[F:24])[C@@H:10]1[CH2:27][O:28]CC1C=CC=CC=1)C1C=CC=CC=1.OCC1(OC[C@@H](O)[C@@H](O)[C@H]1O)O>C(O)C.[Pd]>[OH:8][C@H:9]1[C@H:13]([OH:14])[CH2:12][N:11]([CH2:22][C:23]([F:26])([F:24])[F:25])[C@@H:10]1[CH2:27][OH:28]. Procedure: (2R,3R,4R)-3,4-Dibenzyloxy-2-benzyloxymethyl-1-(2,2,2-trifluoroethyl)pyrrolidine (Compound 6) (0.3 g, 0.6 mmol) was dissolved in 96% ethanol (30 ml), and 10% Pd/C (0.1 g) was added under N2. The compound was reduced in a Parr apparatus (40 Psi) for 16 hours. The reaction mixture was filtered and evaporated in vacuo giving (2R,3R,4R)-3,4-dihydroxy-2-hydroxymethyl-1-(2,2,2-trifluoroethyl)pyrrolidine (0.09 g) as an brown oil. The reactants are C(C=C)C1(CC1)S(=O)(=O)NC1=CC2=C(N=NS2)C(=C1NC1=C(C=C(C=C1)I)F)F (1-allyl-N-(4-fluoro-5-((2-fluoro-4-iodophenyl)amino)benzo[d][1,2,3]thiadiazol-6-yl)cyclopropane-1-sulfonamide), C[N+]1(CCOCC1)[O-] (N-methylmorpholine-N-oxide), O (water). The reagents and catalysts are [Os](=O)(=O)(=O)=O (osmium tetraoxide). The solvent is C1CCOC1 (THF). Conditions: time 8 hour. The product is OC(CC1(CC1)S(=O)(=O)NC1=CC2=C(N=NS2)C(=C1NC1=C(C=C(C=C1)I)F)F)CO (1-(2,3-dihydroxypropyl)-N-(4-fluoro-5-((2-fluoro-4-iodophenyl)amino)benzo[d][1,2,3]thiadiazol-6-yl)cyclopropane-1-sulfonamide). Isolated yield 56.5%. Reaction SMILES: [CH2:1]([C:4]1([S:7]([NH:10][C:11]2[C:19]([NH:20][C:21]3[CH:26]=[CH:25][C:24]([I:27])=[CH:23][C:22]=3[F:28])=[C:18]([F:29])[C:14]3[N:15]=[N:16][S:17][C:13]=3[CH:12]=2)(=[O:9])=[O:8])[CH2:6][CH2:5]1)[CH:2]=[CH2:3].C[N+]1([O-])CC[O:34]CC1.[OH2:38]>C1COCC1.[Os](=O)(=O)(=O)=O>[OH:38][CH:2]([CH2:3][OH:34])[CH2:1][C:4]1([S:7]([NH:10][C:11]2[C:19]([NH:20][C:21]3[CH:26]=[CH:25][C:24]([I:27])=[CH:23][C:22]=3[F:28])=[C:18]([F:29])[C:14]3[N:15]=[N:16][S:17][C:13]=3[CH:12]=2)(=[O:8])=[O:9])[CH2:5][CH2:6]1. Procedure: To a solution of 1-allyl-N-(4-fluoro-5-((2-fluoro-4-iodophenyl)amino)benzo[d][1,2,3]thiadiazol-6-yl)cyclopropane-1-sulfonamide (50 mg, 0.09 mmol) in THF (5 mL) was added N-methylmorpholine-N-oxide (12 mg, 0.09 mmol) followed by osmium tetraoxide (5 mg, 0.02 mmol) and water (0.5 mL). The resultant was stirred at room temperature overnight. The mixture was concentrated and then diluted with ethyl acetate. The organic layer was washed with water, saturated NaHCO3 (aq.) and brine sequentially, dried... The reactants are BrC=1C=C(C(=NC1)N)N (5-bromopyridine-2,3-diamine), FC(C(=O)O)(F)F (trifluoroacetic acid). Solvent: Cl (hydrochloric acid). Product: BrC=1C=C2C(=NC1)N=C(N2)C(F)(F)F (6-bromo-2-(trifluoromethyl)-1H-imidazo[4,5-b]pyridine). Reaction SMILES: [Br:1][C:2]1[CH:3]=[C:4]([NH2:9])[C:5]([NH2:8])=[N:6][CH:7]=1.[F:10][C:11]([F:16])([F:15])[C:12](O)=O>Cl>[Br:1][C:2]1[CH:3]=[C:4]2[NH:9][C:12]([C:11]([F:16])([F:15])[F:10])=[N:8][C:5]2=[N:6][CH:7]=1. Reported procedure: A solution of 5-bromopyridine-2,3-diamine (100 mg, 0.53 mmol) in trifluoroacetic acid (20 mL) and hydrochloric acid (4 mL) was stirred overnight at 80° C. in an oil bath. The resulting mixture was concentrated under vacuum and dissolved in water (100 ml), adjusted to pH 8 with sodium carbonate and extracted with ethyl acetate (3×80 ml). The combined organic layers were dried over anhydrous magnesium sulfate and concentrated under vacuum to produce 6-bromo-2-(trifluoromethyl)-1H-imidazo[4,5-b]pyr... Starting materials: S(O)(O)(=O)=O (sulphuric acid), O (water), BrC=1C=C(CO)C=CC1F (3-bromo-4-fluoro-benzyl alcohol), [Cr](=O)(=O)([O-])O[Cr](=O)(=O)[O-].[K+].[K+] (potassium dichromate), O (water). Reagents/catalysts: CCCCCCCC[N+](C)(CCCCCCCC)CCCCCCCC.[Cl-] (Aliquat 336). Solvent: C(Cl)Cl (methylene chloride). Run at time 2 hour. Product: BrC=1C=C(C=O)C=CC1F (3-bromo-4-fluoro-benzaldehyde). Yield: 80.3%. As a reaction SMILES: S(=O)(=O)(O)O.O.[Br:7][C:8]1[CH:9]=[C:10]([CH:13]=[CH:14][C:15]=1[F:16])[CH2:11][OH:12].[Cr](O[Cr]([O-])(=O)=O)([O-])(=O)=O.[K+].[K+]>CCCCCCCC[N+](CCCCCCCC)(CCCCCCCC)C.[Cl-].C(Cl)Cl>[Br:7][C:8]1[CH:9]=[C:10]([CH:13]=[CH:14][C:15]=1[F:16])[CH:11]=[O:12] |f:3.4.5,6.7|. Procedure details: A misture of 29.4 g (0.3 mol) of sulphuric acid, 50 ml of water and 2 ml of Aliquat 336 (tricapryl-methyl-ammonium chloride) was added to a solution of 20.5 g (0.1 mol) of 3-bromo-4-fluoro-benzyl alcohol in 250 ml of methylene chloride at room temperature. Thereafter, 9.7 g (0.033 mol) of potassium dichromate were added to the reaction mixture and the temperature was kept at about 25° C. for 2 hours by cooling slightly. After adding 100 ml of water, the organic phase was separated off and the aq... The reactants are OCC(CCN1C(NC(C=C1)=O)=O)COC(C1=CC=CC=C1)(C1=CC=CC=C1)C1=CC=CC=C1 (1-(3-Hydroxymethyl-4-trityloxybutyl)-1H-pyrimidine-2,4-dione), C1(=CC=CC=C1)P(C1=CC=CC=C1)C1=CC=CC=C1 (triphenylphosphine), C(=O)(O)[O-].[Na+] (NaHCO3), C(Br)(Br)(Br)Br (CBr4). Run in CN(C)C=O (DMF). Product: BrCC(CCN1C(NC(C=C1)=O)=O)COC(C1=CC=CC=C1)(C1=CC=CC=C1)C1=CC=CC=C1 (1-(3-Bromomethyl-4-trityloxybutyl)-1H-pyrimidine-2,4-dione). Yield: 58.0%. As a reaction SMILES: O[CH2:2][CH:3]([CH2:14][O:15][C:16]([C:29]1[CH:34]=[CH:33][CH:32]=[CH:31][CH:30]=1)([C:23]1[CH:28]=[CH:27][CH:26]=[CH:25][CH:24]=1)[C:17]1[CH:22]=[CH:21][CH:20]=[CH:19][CH:18]=1)[CH2:4][CH2:5][N:6]1[CH:11]=[CH:10][C:9](=[O:12])[NH:8][C:7]1=[O:13].C1(P(C2C=CC=CC=2)C2C=CC=CC=2)C=CC=CC=1.C(Br)(Br)(Br)[Br:55].C([O-])(O)=O.[Na+]>CN(C=O)C>[Br:55][CH2:2][CH:3]([CH2:14][O:15][C:16]([C:29]1[CH:34]=[CH:33][CH:32]=[CH:31][CH:30]=1)([C:23]1[CH:28]=[CH:27][CH:26]=[CH:25][CH:24]=1)[C:17]1[CH:22]=[CH:21][CH:20]=[CH:19][CH:18]=1)[CH2:4][CH2:5][N:6]1[CH:11]=[CH:10][C:9](=[O:12])[NH:8][C:7]1=[O:13] |f:3.4|. Reported procedure: To a solution of compound 36 (33 g, 0.073 mol) in dry DMF (200 mL) was added triphenylphosphine (29 g, 0.11 mol) with vigorous stirring at RT. The reaction mixture was cooled to 0° C., added CBr4 (36 g, 0.11 mol) portion wise over a period of 30 min and allowed to stir at RT for 24 h. The reaction mixture was cooled to 0° C., added saturated NaHCO3 solution (100 mL) and extracted with ethyl acetate (4×150 mL). The combined organic layer was dried, concentrated under vacuum and the crude product ... Starting materials: [N+](=O)([O-])C=C1SCCN1 (2-nitromethylene-thiazolidine), [OH-].[Na+] (sodium hydroxide), CN (methylamine), Cl.CN(C)CC1=CC=C(O1)CCl (5-[(dimethylamino)methyl]-2-(chloromethyl)-furan hydrochloride). Solvent: O (water), C(C)(C)O (isopropanol). Conditions: temperature 40 celsius, time 5 minute. Product: CN(C)CC1=CC=C(O1)CSCCNC(=C[N+](=O)[O-])NC (N-[2-[[[5-(dimethylamino)methyl-2-furanyl]methyl]thio]ethyl]-N'-methyl-2-nitro-1,1-ethenediamine). As a reaction SMILES: [N+:1]([CH:4]=[C:5]1[NH:9][CH2:8][CH2:7][S:6]1)([O-:3])=[O:2].[CH3:10][NH2:11].Cl.[CH3:13][N:14]([CH2:16][C:17]1[O:21][C:20]([CH2:22]Cl)=[CH:19][CH:18]=1)[CH3:15].[OH-].[Na+]>O.C(O)(C)C>[CH3:13][N:14]([CH2:16][C:17]1[O:21][C:20]([CH2:22][S:6][CH2:7][CH2:8][NH:9][C:5]([NH:11][CH3:10])=[CH:4][N+:1]([O-:3])=[O:2])=[CH:19][CH:18]=1)[CH3:15] |f:2.3,4.5|. Reported procedure: Combine 2-nitromethylene-thiazolidine (10.0 g) and isopropanol (40 mL). Add methylamine (14.7 g). Heat to 40° C. After 5 minutes, add 5-[(dimethylamino)methyl]-2-(chloromethyl)-furan hydrochloride (13.05 g) portionwise over 1.5 hours. After 3 hours, cool to ambient temperature. Add aqueous sodium hydroxide solution (11.6 g, 50% by weight) and water (20 g). Extract repeatedly with methyl isobutyl ketone. Combine the organic layers and evaporate in vacuo to give the title compound.